Dataset: the Open Reaction Database (ORD), a public repository of structured organic reaction records. Task: describe an organic reaction: reactants, conditions, products, and yield Reactants: CCn1cc(NC(=O)c2nc(-c3ccccc3F)sc2N(C(=O)[O-])C(C)(C)C)cn1, CS(C)=O. Product: CCn1cc(NC(=O)c2nc(-c3ccccc3F)sc2N)cn1. Reaction SMILES: [C:1]([N:5]([C:2](=[O:3])[O-:4])[c:9]1[c:10]([C:21]([NH:22][c:23]2[cH:24][n:25][n:26]([CH2:28][CH3:29])[cH:27]2)=[O:30])[n:11][c:12](-[c:14]2[c:15]([F:20])[cH:16][cH:17][cH:18][cH:19]2)[s:13]1)([CH3:6])([CH3:7])[CH3:8].[CH3:31][S:32]([CH3:33])=[O:34]>>[NH2:5][c:9]1[c:10]([C:21]([NH:22][c:23]2[cH:24][n:25][n:26]([CH2:28][CH3:29])[cH:27]2)=[O:30])[n:11][c:12](-[c:14]2[c:15]([F:20])[cH:16][cH:17][cH:18][cH:19]2)[s:13]1. Reactants: COC(=O)Cc1ccc(NC(C)=O)c([N+](=O)[O-])c1, CO. The product is COC(=O)Cc1ccc(NC(C)=O)c(N)c1. RXN SMILES: [C:1]([CH3:2])(=[O:3])[NH:4][c:5]1[c:6]([N+:16]([O-:17])=[O:18])[cH:7][c:8]([CH2:11][C:12](=[O:13])[O:14][CH3:15])[cH:9][cH:10]1.[CH3:19][OH:20]>>[C:1]([CH3:2])(=[O:3])[NH:4][c:5]1[c:6]([NH2:16])[cH:7][c:8]([CH2:11][C:12](=[O:13])[O:14][CH3:15])[cH:9][cH:10]1.